Dataset: the Open Reaction Database (ORD), a public repository of structured organic reaction records. Task: describe an organic reaction: reactants, conditions, products, and yield Reactants: I(=O)(=O)(=O)[O-].[Na+] (sodium periodate), ONC(CC1(CCCC1)SC1=CC=C(C=C1)OC1=CC=CC=C1)=O (N-hydroxy-2-[1-(4-phenoxyphenylthio)-cyclopent-1-yl]-acetamide), I(=O)(=O)(=O)[O-].[Na+] (sodium periodate). Solvent: C(Cl)Cl (methylene chloride), CC(=O)C (acetone), O (water). The product is ONC(CC1(CCCC1)S(=O)C1=CC=C(C=C1)OC1=CC=CC=C1)=O (N-hydroxy-2-[1-(4-phenoxyphenylsulfinyl)-cyclopent-1-yl]-acetamide). Isolated yield 31.8%. Reaction SMILES: [OH:1][NH:2][C:3](=[O:24])[CH2:4][C:5]1([S:10][C:11]2[CH:16]=[CH:15][C:14]([O:17][C:18]3[CH:23]=[CH:22][CH:21]=[CH:20][CH:19]=3)=[CH:13][CH:12]=2)[CH2:9][CH2:8][CH2:7][CH2:6]1.I([O-])(=O)(=O)=[O:26].[Na+]>CC(C)=O.O.C(Cl)Cl>[OH:1][NH:2][C:3](=[O:24])[CH2:4][C:5]1([S:10]([C:11]2[CH:16]=[CH:15][C:14]([O:17][C:18]3[CH:19]=[CH:20][CH:21]=[CH:22][CH:23]=3)=[CH:13][CH:12]=2)=[O:26])[CH2:9][CH2:8][CH2:7][CH2:6]1 |f:1.2|. Procedure details: A solution of N-hydroxy-2-[1-(4-phenoxyphenylthio)-cyclopent-1-yl]-acetamide (45 mg) in acetone (4 ml) was treated with sodium periodate (260 mg) in water (2 ml). Over the course of 24 hours, two additional portions of sodium periodate (260 mg) were added. After complete disappearance of starting material the solution was diluted with methylene chloride, filtered, dried, and the solvent evaporated under reduced pressure. Preparative TLC on silica gel and elution with 10% methanol/methylene chlor...